The task is: describe an organic reaction: reactants, conditions, products, and yield. This data is from the Open Reaction Database (ORD), a public repository of structured organic reaction records. Starting materials: ( c ), [OH-].[Na+] (sodium hydroxide), [Na][Na] (disodium), N[C@@H](CC1=CC(I)=C(C(I)=C1)OC1=CC(I)=C(C(I)=C1)O)C(=O)O (L-thyroxine), N[C@@H](CC1=CC(I)=C(C(I)=C1)OC1=CC(I)=C(C(I)=C1)O)C(=O)O (L-thyroxine), II (I2), amine. Product: [Na+].[Na+].N[C@@H](CC1=CC(I)=C(C(I)=C1)OC1=CC(I)=C(C(I)=C1)O)C(=O)[O-].N[C@@H](CC1=CC(I)=C(C(I)=C1)OC1=CC(I)=C(C(I)=C1)O)C(=O)[O-] (L-thyroxine di-sodium salt), N[C@@H](CC1=CC(I)=C(C(I)=C1)OC1=CC(I)=C(C(I)=C1)O)C(=O)O (L-thyroxine). Reaction SMILES: [Na:1][Na].[NH2:3][C@H:4]([C:24]([OH:26])=[O:25])[CH2:5][C:6]1[CH:13]=[C:11]([I:12])[C:10]([O:14][C:15]2[CH:22]=[C:20]([I:21])[C:19]([OH:23])=[C:17]([I:18])[CH:16]=2)=[C:8]([I:9])[CH:7]=1.II.[OH-].[Na+]>>[Na+:1].[Na+:1].[NH2:3][C@H:4]([C:24]([O-:26])=[O:25])[CH2:5][C:6]1[CH:7]=[C:8]([I:9])[C:10]([O:14][C:15]2[CH:16]=[C:17]([I:18])[C:19]([OH:23])=[C:20]([I:21])[CH:22]=2)=[C:11]([I:12])[CH:13]=1.[NH2:3][C@H:4]([C:24]([O-:26])=[O:25])[CH2:5][C:6]1[CH:7]=[C:8]([I:9])[C:10]([O:14][C:15]2[CH:16]=[C:17]([I:18])[C:19]([OH:23])=[C:20]([I:21])[CH:22]=2)=[C:11]([I:12])[CH:13]=1.[NH2:3][C@H:4]([C:24]([OH:26])=[O:25])[CH2:5][C:6]1[CH:7]=[C:8]([I:9])[C:10]([O:14][C:15]2[CH:16]=[C:17]([I:18])[C:19]([OH:23])=[C:20]([I:21])[CH:22]=2)=[C:11]([I:12])[CH:13]=1 |f:3.4,5.6.7.8|. Reported procedure: FIG. 2: Preparation of the disodium salt of L-thyroxine (compound of Formula II) i.e. according to IT1302201 by iodination of compound of Formula I with KI/I2 in the presence of a suitable amine. The mono and di-potassium salts mixture is subjected to a subsequent separation and purification steps, including:(a) the addition of an organic acid; (b) the separation of the thus obtained “free form” (as a precipitate); and (c) the addition of an excess of sodium hydroxide to obtain the L-thyroxine d... The reactants are CO, ClCCl, ClCCl, CCc1ncc(CO)cc1Cl, O=[Mn]=O. Yields the product CCc1ncc(C=O)cc1Cl. RXN SMILES: [CH3:15][OH:16].[Cl:12][CH2:13][Cl:14].[Cl:17][CH2:18][Cl:19].[Cl:1][c:2]1[cH:3][c:4]([CH2:10][OH:11])[cH:5][n:6][c:7]1[CH2:8][CH3:9].[O:20]=[Mn:21]=[O:22]>>[Cl:1][c:2]1[cH:3][c:4]([CH:10]=[O:11])[cH:5][n:6][c:7]1[CH2:8][CH3:9]. Starting materials: FC1=C(C=CC=C1F)CSC=1N=C(C2=C(N1)N=C(S2)OC)NC(CO)(CO)C (2-[[5-[[(2,3-Difluorophenyl)methyl]thio]-2-methoxythiazolo[4,5-d]pyrimidin-7-yl]amino]-2-methyl-1,3-propanediol), O (Water), resultant solution, Cl (HCl). Run in O1CCOCC1 (dioxan). Product: C(C)(=O)[O-].[NH4+] (ammonium acetate), FC1=C(C=CC=C1F)CSC=1N=C(C2=C(N1)NC(S2)=O)NC(CO)(C)CO (5-[[(2,3-Difluorophenyl)methyl]thio]-7-[[2-hydroxy-1-(hydroxymethyl)-1-methylethyl]amino]-thiazolo[4,5-d]pyrimidin-2(3H)-one). The yield is 0.1%. Reaction SMILES: [F:1][C:2]1[C:7]([F:8])=[CH:6][CH:5]=[CH:4][C:3]=1[CH2:9][S:10][C:11]1[N:12]=[C:13]([NH:22][C:23]([CH3:28])([CH2:26][OH:27])[CH2:24][OH:25])[C:14]2[S:19][C:18]([O:20]C)=[N:17][C:15]=2[N:16]=1.Cl.[OH2:30]>O1CCOCC1>[C:26]([O-:27])(=[O:30])[CH3:23].[NH4+:12].[F:1][C:2]1[C:7]([F:8])=[CH:6][CH:5]=[CH:4][C:3]=1[CH2:9][S:10][C:11]1[N:12]=[C:13]([NH:22][C:23]([CH2:26][OH:27])([CH3:28])[CH2:24][OH:25])[C:14]2[S:19][C:18](=[O:20])[NH:17][C:15]=2[N:16]=1 |f:4.5|. Reported procedure: The product from step (g) (0.3 g) was suspended in a mixture of dioxan (50 ml) and conc.HCl (1 ml). Water (1 ml) was added and the resultant solution heated at 60° C. for 12 hours. Allowed to stand over weekend. Solvents removed in vacuo and residue taken up in water. Yellow precipitate collected by filtration and washed with water. Purified using prep. Hplc Acetonitrile: 0.1% ammonium acetate (90:10 to 95:5) over 25 minutes to give 0.063 g of the desired product. 22% yield. Starting materials: cuprous iodide, C(CC(C)C)[Li] (isoamyllithium), CC(COS(=O)(=O)C1=CC=C(C=C1)C)[C@H]1CC[C@H]2C3=CC=C4C[C@H](C[C@@H]([C@]4(C)[C@H]3CC[C@]12C)OCOC)OCOC (20-methyl-1α,3β-bis(methoxymethoxy)-21-p-toluenesulfonyloxypregna-5,7-diene), [Li].C(CC(C)C)[Cu]CCC(C)C (diisoamylcopper lithium), [Cl-].[NH4+] (ammonium chloride). Conditions: temperature -30 celsius, time 1 hour. Product: CC(C)CCC[C@@H](C)[C@H]1CC[C@H]2C3=CC=C4C[C@H](C[C@@H]([C@]4(C)[C@H]3CC[C@]12C)O)O (cholesta-5,7-diene-1α,3β-diol). Run in C(C)OCC (diethyl ether), C(C)OCC (diethyl ether), C(C)OCC (diethyl ether), C(C)OCC (diethyl ether). Procedure details: A solution of 78 mg of 20-methyl-1α,3β-bis(methoxymethoxy)-21-p-toluenesulfonyloxypregna-5,7-diene in 2 ml of diethyl ether was added dropwise, at -50° C. to -60° C., to a diethyl ether solution of diisoamylcopper lithium prepared from 100 mg of cuprous iodide and 0.9 ml of a 1.1N diethyl ether solution of isoamyllithium in 2 ml of diethyl ether. After stirring at -30° C. for 1 hour, the reaction mixture was poured into a cold aqueous solution of ammonium chloride, followed by extraction with di... As a reaction SMILES: [CH3:1][CH:2]([C@@H:15]1[C@:32]2([CH3:33])[C@H:18]([C:19]3[C@H:29]([CH2:30][CH2:31]2)[C@:27]2([CH3:28])[C:22]([CH2:23][C@@H:24]([O:38]COC)[CH2:25][C@@H:26]2[O:34]COC)=[CH:21][CH:20]=3)[CH2:17][CH2:16]1)[CH2:3]OS(C1C=CC(C)=CC=1)(=O)=O.[Li].C([Cu]CCC(C)C)CC(C)C.[CH2:54]([Li])[CH2:55][CH:56]([CH3:58])[CH3:57].[Cl-].[NH4+]>C(OCC)C>[CH3:57][CH:56]([CH2:55][CH2:54][CH2:3][C@H:2]([C@@H:15]1[C@:32]2([CH3:33])[C@H:18]([C:19]3[C@H:29]([CH2:30][CH2:31]2)[C@:27]2([CH3:28])[C:22]([CH2:23][C@@H:24]([OH:38])[CH2:25][C@@H:26]2[OH:34])=[CH:21][CH:20]=3)[CH2:17][CH2:16]1)[CH3:1])[CH3:58] |f:1.2,4.5,^1:41|. Starting materials: C#CCCOc1ccc(C(=O)c2ccccc2)cc1, CCOC(=O)C(Cc1ccc(OS(=O)(=O)C(F)(F)F)cc1)OC. Product: CCOC(=O)C(Cc1ccc(C#CCCOc2ccc(C(=O)c3ccccc3)cc2)cc1)OC. Reaction SMILES: [CH2:1]([CH2:2][C:3]#[CH:4])[O:5][c:6]1[cH:7][cH:8][c:9]([C:12](=[O:13])[c:14]2[cH:15][cH:16][cH:17][cH:18][cH:19]2)[cH:10][cH:11]1.[CH2:20]([CH3:21])[O:22][C:23]([CH:24]([CH2:25][c:26]1[cH:27][cH:28][c:29]([O:32][S:33]([C:34]([F:35])([F:36])[F:37])(=[O:38])=[O:39])[cH:30][cH:31]1)[O:40][CH3:41])=[O:42]>>[CH2:1]([CH2:2][C:3]#[C:4][c:29]1[cH:28][cH:27][c:26]([CH2:25][CH:24]([C:23]([O:22][CH2:20][CH3:21])=[O:42])[O:40][CH3:41])[cH:31][cH:30]1)[O:5][c:6]1[cH:7][cH:8][c:9]([C:12](=[O:13])[c:14]2[cH:15][cH:16][cH:17][cH:18][cH:19]2)[cH:10][cH:11]1.